From a dataset of the Open Reaction Database (ORD), a public repository of structured organic reaction records. describe an organic reaction: reactants, conditions, products, and yield The reactants are Cc1ccc(Cl)cc1, [Mg], C1CCOC1. Yields the product Cc1ccc([Mg+])cc1, [Cl-]. RXN SMILES: [CH3:1][c:2]1[cH:3][cH:4][c:5]([Cl:8])[cH:6][cH:7]1.[Mg:9].[O:10]1[CH2:11][CH2:12][CH2:13][CH2:14]1>>[CH3:1][c:2]1[cH:3][cH:4][c:5]([Mg+:9])[cH:6][cH:7]1.[Cl-:8].